From a dataset of the Open Reaction Database (ORD), a public repository of structured organic reaction records. describe an organic reaction: reactants, conditions, products, and yield Starting materials: Fc1ccccc1Cn1nc(-c2ncc(Br)cn2)c2cccnc21, CC(C)(C)[O-], COCCOC, ClCCl, [K+], OB(O)c1ccc2c(c1)OCO2, c1ccc(P(c2ccccc2)(c2ccccc2)[Pd](P(c2ccccc2)(c2ccccc2)c2ccccc2)(P(c2ccccc2)(c2ccccc2)c2ccccc2)P(c2ccccc2)(c2ccccc2)c2ccccc2)cc1. The product is Fc1ccccc1Cn1nc(-c2ncc(-c3ccc4c(c3)OCO4)cn2)c2cccnc21. RXN SMILES: [Br:1][c:2]1[cH:3][n:4][c:5](-[c:8]2[n:9][n:10]([CH2:17][c:18]3[c:19]([F:24])[cH:20][cH:21][cH:22][cH:23]3)[c:11]3[n:12][cH:13][cH:14][cH:15][c:16]23)[n:6][cH:7]1.[CH3:37][C:38]([CH3:39])([O-:40])[CH3:41].[CH3:43][O:44][CH2:45][CH2:46][O:47][CH3:48].[Cl:49][CH2:50][Cl:51].[K+:42].[O:25]1[CH2:26][O:27][c:28]2[c:29]1[cH:30][cH:31][c:32]([B:34]([OH:35])[OH:36])[cH:33]2.[cH:52]1[cH:53][cH:54][c:55]([P:56]([Pd:57]([P:58]([c:59]2[cH:60][cH:61][cH:62][cH:63][cH:64]2)([c:65]2[cH:66][cH:67][cH:68][cH:69][cH:70]2)[c:71]2[cH:72][cH:73][cH:74][cH:75][cH:76]2)([P:77]([c:78]2[cH:79][cH:80][cH:81][cH:82][cH:83]2)([c:84]2[cH:85][cH:86][cH:87][cH:88][cH:89]2)[c:90]2[cH:91][cH:92][cH:93][cH:94][cH:95]2)[P:96]([c:97]2[cH:98][cH:99][cH:100][cH:101][cH:102]2)([c:103]2[cH:104][cH:105][cH:106][cH:107][cH:108]2)[c:109]2[cH:110][cH:111][cH:112][cH:113][cH:114]2)([c:115]2[cH:116][cH:117][cH:118][cH:119][cH:120]2)[c:121]2[cH:122][cH:123][cH:124][cH:125][cH:126]2)[cH:127][cH:128]1>>[c:2]1(-[c:32]2[cH:31][cH:30][c:29]3[c:28]([cH:33]2)[O:27][CH2:26][O:25]3)[cH:3][n:4][c:5](-[c:8]2[n:9][n:10]([CH2:17][c:18]3[c:19]([F:24])[cH:20][cH:21][cH:22][cH:23]3)[c:11]3[n:12][cH:13][cH:14][cH:15][c:16]23)[n:6][cH:7]1. The reactants are N(=NC(=O)OCC)C(=O)OCC.C1(=CC=CC=C1)C (diethyl azodicarboxylate toluene), C1(=CC=CC=C1)P(C1=CC=CC=C1)C1=CC=CC=C1 (triphenylphosphine), C1(C=2C(C(N1)=O)=CC=CC2)=O (phthalimide), C(CC)N(CCCCC=1N(C2=C(N1)C=CC(=C2)CO)CCC)CCC ([2-(4-dipropylaminobutyl)-3-propyl-3H-benzimidazol-5-yl]methanol). Solvent: C1(=CC=CC=C1)C (toluene). Reaction conditions: temperature 0 celsius, time 8 hour. Product: C(CC)N(CCCCC=1N(C2=C(N1)C=CC(=C2)CN2C(C1=CC=CC=C1C2=O)=O)CCC)CCC (2-[2-(4-dipropylaminobutyl)-3-propyl-3H-benzimidazol-5-ylmethyl]isoindole-1,3-dione). The yield is 41.9%. Reaction SMILES: [CH2:1]([N:4]([CH2:23][CH2:24][CH3:25])[CH2:5][CH2:6][CH2:7][CH2:8][C:9]1[N:10]([CH2:20][CH2:21][CH3:22])[C:11]2[CH:17]=[C:16]([CH2:18]O)[CH:15]=[CH:14][C:12]=2[N:13]=1)[CH2:2][CH3:3].C1(P(C2C=CC=CC=2)C2C=CC=CC=2)C=CC=CC=1.[C:45]1(=[O:55])[NH:49][C:48](=[O:50])[C:47]2=[CH:51][CH:52]=[CH:53][CH:54]=[C:46]12.N(C(OCC)=O)=NC(OCC)=O.C1(C)C=CC=CC=1>C1(C)C=CC=CC=1>[CH2:23]([N:4]([CH2:1][CH2:2][CH3:3])[CH2:5][CH2:6][CH2:7][CH2:8][C:9]1[N:10]([CH2:20][CH2:21][CH3:22])[C:11]2[CH:17]=[C:16]([CH2:18][N:49]3[C:45](=[O:55])[C:46]4[C:47](=[CH:51][CH:52]=[CH:53][CH:54]=4)[C:48]3=[O:50])[CH:15]=[CH:14][C:12]=2[N:13]=1)[CH2:24][CH3:25] |f:3.4|. Procedure: The compound (302 mg) obtained in Example 125-4 was dissolved in toluene (6.0 ml) and added with triphenylphosphine (275 mg) and phthalimide (193 mg), followed by cooling to 0° C. In this solution, a 40% diethyl azodicarboxylate/toluene solution (452 mg) was dropped. After that, the solution was stirred overnight at room temperature. After completion of the reaction, the solvent was distilled off under reduced pressure. The residue was dissolved in chloroform and washed with water. Then, the sol...